Dataset: the Open Reaction Database (ORD), a public repository of structured organic reaction records. Task: describe an organic reaction: reactants, conditions, products, and yield The reactants are C(C)OC(=O)C1=C(N(C(=C1Br)C1=CC=C(C=C1)F)C1=CC=CC=C1)CBr (4-bromo-2-bromomethyl-5-(4-fluoro-phenyl)-1-phenyl-1H-pyrrole-3-carboxylic acid ethyl ester), C(C)OC(=O)C1=C(N(C2=CC=CC=C12)C1=CC=CC=C1)C (2-Methyl-1-phenyl-1H-indole-3-carboxylic acid ethyl ester). Yields the product C(C)OC(=O)C1=C(N(C2=CC=CC=C12)C1=CC=CC=C1)CBr (2-Bromomethyl-1-phenyl-1H-indole-3-carboxylic acid ethyl ester). RXN SMILES: [CH2:1]([O:3][C:4]([C:6]1[C:10](Br)=[C:9]([C:12]2C=C[C:15](F)=[CH:14][CH:13]=2)[N:8]([C:19]2[CH:24]=[CH:23][CH:22]=[CH:21][CH:20]=2)[C:7]=1[CH2:25][Br:26])=[O:5])[CH3:2].C(OC(C1C2C(=CC=CC=2)N(C2C=CC=CC=2)C=1C)=O)C>>[CH2:1]([O:3][C:4]([C:6]1[C:10]2[C:9](=[CH:12][CH:13]=[CH:14][CH:15]=2)[N:8]([C:19]2[CH:24]=[CH:23][CH:22]=[CH:21][CH:20]=2)[C:7]=1[CH2:25][Br:26])=[O:5])[CH3:2]. Procedure: Prepared in analogy to that of 4-bromo-2-bromomethyl-5-(4-fluoro-phenyl)-1-phenyl-1H-pyrrole-3-carboxylic acid ethyl ester from 2-Methyl-1-phenyl-1H-indole-3-carboxylic acid ethyl ester. The title compound, 1H NMR (200 MHz, CDCl3): δ (ppm)=8.21 (d, 1H), 7.6-6.9 (m, 8H), 4.89 (s, 2H), 4.47 (q, 2H, J=7.4 Hz), 1.50 (q, 3H, J=7.4 Hz).